Dataset: the Open Reaction Database (ORD), a public repository of structured organic reaction records. Task: describe an organic reaction: reactants, conditions, products, and yield Starting materials: FC1=C(C=CC(=C1)I)NC=1C(=CSC1)C(=O)N1CC(C1)(O)CO (1-({4-[(2-Fluoro-4-iodophenyl)amino]-3-thienyl}carbonyl)-3-(hydroxymethyl)azetidin-3-ol), C(C)(C)C1=C(C(=CC(=C1)C(C)C)C(C)C)S(=O)(=O)Cl (2,4,6-triisopropylbenzenesulfonyl chloride). The yield is 25.6%. Procedure: 1-({4-[(2-Fluoro-4-iodophenyl)amino]-3-thienyl}carbonyl)-3-(hydroxymethyl)azetidin-3-ol (247 mg, 0.551 mmol), was suspended in dichloromethane (10 mL) and treated with 4-(dimethylamino)pyridine (80 mg, 0.661 mmol), and 2,4,6-triisopropylbenzenesulfonyl chloride (183 mg, 0.604 mmol) at ambient for 15 h. The mixture was adsorbed on to silica and purified by column chromatography (silica gel, 30% ethyl acetate in hexanes) to give [1-({4-[(2-fluoro-4-iodophenyl)amino]-3-thienyl}carbonyl)-3-hydroxyaz... The reagents and catalysts are CN(C1=CC=NC=C1)C (4-(dimethylamino)pyridine). RXN SMILES: [F:1][C:2]1[CH:7]=[C:6]([I:8])[CH:5]=[CH:4][C:3]=1[NH:9][C:10]1[C:11]([C:15]([N:17]2[CH2:20][C:19]([CH2:22][OH:23])([OH:21])[CH2:18]2)=[O:16])=[CH:12][S:13][CH:14]=1.[CH:24]([C:27]1[CH:32]=[C:31]([CH:33]([CH3:35])[CH3:34])[CH:30]=[C:29]([CH:36]([CH3:38])[CH3:37])[C:28]=1[S:39](Cl)(=[O:41])=[O:40])([CH3:26])[CH3:25]>ClCCl.CN(C)C1C=CN=CC=1>[CH3:26][CH:24]([C:27]1[CH:32]=[C:31]([CH:33]([CH3:34])[CH3:35])[CH:30]=[C:29]([CH:36]([CH3:38])[CH3:37])[C:28]=1[S:39]([O:23][CH2:22][C:19]1([OH:21])[CH2:18][N:17]([C:15]([C:11]2[C:10]([NH:9][C:3]3[CH:4]=[CH:5][C:6]([I:8])=[CH:7][C:2]=3[F:1])=[CH:14][S:13][CH:12]=2)=[O:16])[CH2:20]1)(=[O:40])=[O:41])[CH3:25]. Run in ClCCl (dichloromethane). Yields the product CC(C)C1=C(C(=CC(=C1)C(C)C)C(C)C)S(=O)(=O)OCC1(CN(C1)C(=O)C1=CSC=C1NC1=C(C=C(C=C1)I)F)O ([1-({4-[(2-fluoro-4-iodophenyl)amino]-3-thienyl}carbonyl)-3-hydroxyazetidin-3-yl]methyl 2,4,6-tris(1-methylethyl)benzenesulfonate). Starting materials: ClC1=CC=C(C=C1)C1=NN(C(N1C1CC1)=O)S(=O)(=O)C1=CC=C(C=C1)C=O (4-{[3-(4-Chlorophenyl)-4-cyclopropyl-5-oxo-4,5-dihydro-1H-1,2,4-triazol-1-yl]sulphonyl}benzenecarbaldehyde), CC(C)=CC (2-methyl-2-butene), sodium dihydrogenphosphate-1-hydrate, Cl(=O)[O-].[Na+] (sodium chlorite). Run in O (water), C(C)(=O)OCC (ethyl acetate), CC(=O)C (acetone), O (water). Reaction conditions: time 16 hour. Product: ClC1=CC=C(C=C1)C1=NN(C(N1C1CC1)=O)S(=O)(=O)C1=CC=C(C=C1)C(=O)O (4-{[3-(4-Chlorophenyl)-4-cyclopropyl-5-oxo-4,5-dihydro-1H-1,2,4-triazol-1-yl]sulphonyl}benzenecarboxylic acid). As a reaction SMILES: [Cl:1][C:2]1[CH:7]=[CH:6][C:5]([C:8]2[N:12]([CH:13]3[CH2:15][CH2:14]3)[C:11](=[O:16])[N:10]([S:17]([C:20]3[CH:25]=[CH:24][C:23]([CH:26]=[O:27])=[CH:22][CH:21]=3)(=[O:19])=[O:18])[N:9]=2)=[CH:4][CH:3]=1.CC(=CC)C.Cl([O-])=[O:34].[Na+]>CC(C)=O.O.C(OCC)(=O)C>[Cl:1][C:2]1[CH:7]=[CH:6][C:5]([C:8]2[N:12]([CH:13]3[CH2:15][CH2:14]3)[C:11](=[O:16])[N:10]([S:17]([C:20]3[CH:25]=[CH:24][C:23]([C:26]([OH:34])=[O:27])=[CH:22][CH:21]=3)(=[O:19])=[O:18])[N:9]=2)=[CH:4][CH:3]=1 |f:2.3|. Procedure details: An amount of 345 mg (0.73 mmol) of the compound from Example 14A and also 0.58 ml (5.45 mmol) of 2-methyl-2-butene were dissolved in 3 ml of acetone and admixed at RT with a solution of 376 mg (2.73 mmol) of sodium dihydrogenphosphate-1-hydrate and 460 mg (4.07 mmol) of sodium chlorite in 9 ml of water. The mixture was stirred at this temperature for 16 hours thereafter and then diluted with 15 ml of water and with 15 ml of ethyl acetate. After the phases had been separated, the aqueous phase wa... Starting materials: OC1=NOC(=C1)C (3-hydroxy-5-methylisoxazole), BrCCBr (1,2-dibromoethane). Product: BrCCN1OC(=CC1=O)C (2-(2-bromoethyl)-5-methyl-3-oxo-4-isoxazoline). As a reaction SMILES: [OH:1][C:2]1[CH:6]=[C:5]([CH3:7])[O:4][N:3]=1.[Br:8][CH2:9][CH2:10]Br>>[Br:8][CH2:9][CH2:10][N:3]1[C:2](=[O:1])[CH:6]=[C:5]([CH3:7])[O:4]1. Procedure details: A mixture of 10 g of 3-hydroxy-5-methylisoxazole and 56 g of 1,2-dibromoethane was refluxed for 6 hours. After cooling, the reaction mixture was subjected to column chromatography through silica gel eluted with a 3:1 by volume mixture of benzene and acetone. A yellow liquid separated, and this was crystallized with n-hexane, affording 2-(2-bromoethyl)-5-methyl-3-oxo-4-isoxazoline, melting at 39°-40° C. Reaction conditions: time 1.5 hour. RXN SMILES: [Cl:1][C:2]1[CH:11]=[C:10]([Cl:12])[CH:9]=[C:8]2[C:3]=1[C@@H:4]([NH:17][S:18]([CH3:21])(=[O:20])=[O:19])[C:5](=C=O)[C@H:6](OC)[NH:7]2.[OH2:22].[OH-].[Li+].[O:25]1[CH2:29]CCC1>>[C:29]([C@H:6]1[CH2:5][C@H:4]([NH:17][S:18]([CH3:21])(=[O:19])=[O:20])[C:3]2[C:8](=[CH:9][C:10]([Cl:12])=[CH:11][C:2]=2[Cl:1])[NH:7]1)([OH:25])=[O:22] |f:2.3|. Procedure: To a solution of trans-5,7-dichloro-2-methoxy-carbony-4-methylsulphonylamino-1,2,3,4-tetrahydro-quinoline (0.127 g, 0.36 mmol) in tetrahydrofuran (10 ml) was added water (5 ml) and aqueous lithium hydroxide (0.80 ml of a 0.5 M solution, 0.40 mmol) and the resulting mixture was stirred at room temperature for 1.5 hours. The organic solvent was removed in vacuo and to the aqueous residue was added dilute sodium hydrogen carbonate solution (40 ml). The mixture was washed with ethyl acetate (30 ml),... The product is C(=O)(O)[C@@H]1NC2=CC(=CC(=C2[C@H](C1)NS(=O)(=O)C)Cl)Cl (Trans-2-Carboxy-5,7-dichloro-4-methylsulphonylamino-1,2,3,4-tetrahydroquinoline). Starting materials: ClC1=C2[C@H](C([C@@H](NC2=CC(=C1)Cl)OC)=C=O)NS(=O)(=O)C (trans-5,7-dichloro-2-methoxy-carbony-4-methylsulphonylamino-1,2,3,4-tetrahydro-quinoline), O (water), [OH-].[Li+] (lithium hydroxide), solution, O1CCCC1 (tetrahydrofuran). The reactants are C1CCNC1, CN(C)C=O, COc1cc([N+](=O)[O-])cnc1Cl. Yields the product COc1cc([N+](=O)[O-])cnc1N1CCCC1. Reaction SMILES: [CH2:13]1[CH2:14][CH2:15][NH:16][CH2:17]1.[CH3:18][N:19]([CH3:20])[CH:21]=[O:22].[Cl:1][c:2]1[n:3][cH:4][c:5]([N+:10](=[O:11])[O-:12])[cH:6][c:7]1[O:8][CH3:9]>>[c:2]1([N:16]2[CH2:15][CH2:14][CH2:13][CH2:17]2)[n:3][cH:4][c:5]([N+:10](=[O:11])[O-:12])[cH:6][c:7]1[O:8][CH3:9]. Starting materials: COC=1C=C(C(=O)N2CC(CC2)(C2=CC=C(C=C2)F)CCN2CCC(CC2)NC2=NC3=C(N2)C=CC=C3)C=C(C1OC)OC (1-(3,4,5-trimethoxybenzoyl)-3-(2-(4-(1H-benzimidazol-2-yl-amino)piperidin-1-yl)ethyl)-3-(4-fluorophenyl) pyrrolidine), Cl.C(C1=CC=CC=C1)N1C(=NC=C1)CCl (1-benzyl-1H-imidazol-2-ylmethylchloride hydrochloride). The product is COC=1C=C(C(=O)N2CC(CC2)(C2=CC=C(C=C2)F)CCN2CCC(CC2)NC2=NC3=C(N2CC=2N(C=CN2)CC2=CC=CC=C2)C=CC=C3)C=C(C1OC)OC (1-(3,4,5-trimethoxybenzoyl)-3-(2-(4-(1-(1-benzyl-1H-imidazol-2-ylmethyl)-1H-benzimidazol-2-yl-amino)piperidin-1-yl)ethyl)-3-(4-fluorophenyl)pyrrolidine). RXN SMILES: [CH3:1][O:2][C:3]1[CH:4]=[C:5]([CH:38]=[C:39]([O:43][CH3:44])[C:40]=1[O:41][CH3:42])[C:6]([N:8]1[CH2:12][CH2:11][C:10]([CH2:20][CH2:21][N:22]2[CH2:27][CH2:26][CH:25]([NH:28][C:29]3[NH:33][C:32]4[CH:34]=[CH:35][CH:36]=[CH:37][C:31]=4[N:30]=3)[CH2:24][CH2:23]2)([C:13]2[CH:18]=[CH:17][C:16]([F:19])=[CH:15][CH:14]=2)[CH2:9]1)=[O:7].Cl.[CH2:46]([N:53]1[CH:57]=[CH:56][N:55]=[C:54]1[CH2:58]Cl)[C:47]1[CH:52]=[CH:51][CH:50]=[CH:49][CH:48]=1>>[CH3:44][O:43][C:39]1[CH:38]=[C:5]([CH:4]=[C:3]([O:2][CH3:1])[C:40]=1[O:41][CH3:42])[C:6]([N:8]1[CH2:12][CH2:11][C:10]([CH2:20][CH2:21][N:22]2[CH2:27][CH2:26][CH:25]([NH:28][C:29]3[N:30]([CH2:58][C:54]4[N:53]([CH2:46][C:47]5[CH:52]=[CH:51][CH:50]=[CH:49][CH:48]=5)[CH:57]=[CH:56][N:55]=4)[C:31]4[CH:37]=[CH:36][CH:35]=[CH:34][C:32]=4[N:33]=3)[CH2:24][CH2:23]2)([C:13]2[CH:18]=[CH:17][C:16]([F:19])=[CH:15][CH:14]=2)[CH2:9]1)=[O:7] |f:1.2|. Reported procedure: Prepare by the method of Example 37.2 using 1-(3,4,5-trimethoxybenzoyl)-3-(2-(4-(1H-benzimidazol-2-yl-amino)piperidin-1-yl)ethyl)-3-(4-fluorophenyl) pyrrolidine and 1-benzyl-1H-imidazol-2-ylmethylchloride hydrochloride to give the title compound: mp; 95-100° C. Rf=0.04 (silica gel, 1/1 ethyl acetate/methanol). The reactants are O1C=CC2=C1C=CC=C2OCC2=CC=C(C(=O)OCC)C=C2 (Ethyl 4-(4-benzofuranyloxymethyl)benzoate), C(C)O (ethanol). Reaction conditions: temperature -65 celsius. The product is C(=O)C1=C(OCC2=CC=C(C(=O)OCC)C=C2)C=CC=C1O (ethyl 4-(2-formyl-3-hydroxyphenoxymethyl)benzoate). As a reaction SMILES: [O:1]1[C:5]2[CH:6]=[CH:7][CH:8]=[C:9]([O:10][CH2:11][C:12]3[CH:22]=[CH:21][C:15]([C:16]([O:18][CH2:19][CH3:20])=[O:17])=[CH:14][CH:13]=3)[C:4]=2[CH:3]=C1.C([OH:25])C>>[CH:3]([C:4]1[C:5]([OH:1])=[CH:6][CH:7]=[CH:8][C:9]=1[O:10][CH2:11][C:12]1[CH:22]=[CH:21][C:15]([C:16]([O:18][CH2:19][CH3:20])=[O:17])=[CH:14][CH:13]=1)=[O:25]. Reported procedure: Ethyl 4-(4-benzofuranyloxymethyl)benzoate (1.84 g, 0.004 M) was dissolved in absolute ethanol (180 ml) and cooled to -65° C. with stirring and exclusion of moisture. Ozonised air was bubbled through the solution at a rate of 20 liters/hr for 1 hr. Nitrogen was then bubbled through the solution (5 mins) to remove excess ozone before the addition of dimethyl sulphide (1.2 ml). The mixture was allowed to warm to room temperature overnight (16 hr.). The solvent was removed in vacuo and the residue r...